From a dataset of the Open Reaction Database (ORD), a public repository of structured organic reaction records. describe an organic reaction: reactants, conditions, products, and yield The reactants are FC(C=1C=C(C=CC1F)N1CCNCC1)(F)F (4-(3-Trifluoromethyl-4-fluorophenyl)piperazine), BrCCO (2-bromoethanol). The solvent is C(CCC)O (n-butanol). Yields the product FC(C=1C=C(C=CC1F)N1CCN(CC1)CCO)(F)F (2-[4-(3-Trifluoromethyl-4-fluorophenyl)-piperazino]-ethanol). As a reaction SMILES: [F:1][C:2]([F:17])([F:16])[C:3]1[CH:4]=[C:5]([N:10]2[CH2:15][CH2:14][NH:13][CH2:12][CH2:11]2)[CH:6]=[CH:7][C:8]=1[F:9].Br[CH2:19][CH2:20][OH:21]>C(O)CCC>[F:17][C:2]([F:16])([F:1])[C:3]1[CH:4]=[C:5]([N:10]2[CH2:11][CH2:12][N:13]([CH2:19][CH2:20][OH:21])[CH2:14][CH2:15]2)[CH:6]=[CH:7][C:8]=1[F:9]. Procedure details: 10 g (0.04 mole) 4-(3-Trifluoromethyl-4-fluorophenyl)piperazine and 7 g (0.056 mole) 2-bromoethanol are heated under reflux for 4 hours in 60 ml n-butanol. The mixture is left to cool, filtered and then recrystallised from ethanol.